From a dataset of the Open Reaction Database (ORD), a public repository of structured organic reaction records. describe an organic reaction: reactants, conditions, products, and yield Reactants: COC1=CC=C(CC2CCC(CC2)=O)C=C1 (4-(4-Methoxybenzyl)cyclohexanone), N1CCCC1 (pyrrolidine), C1(=CC=C(C=C1)S(=O)(=O)O)C (toluene-4-sulphonic acid). The solvent is C1(=CC=CC=C1)C (toluene). Product: C(#N)C(CC1C(CCC(C1)CC1=CC=C(C=C1)OC)=O)C (2-(2-cyanopropyl)-4-(4-methoxybenzyl)cyclohexanone). RXN SMILES: [CH3:1][O:2][C:3]1[CH:16]=[CH:15][C:6]([CH2:7][CH:8]2[CH2:13][CH2:12][C:11](=[O:14])[CH2:10][CH2:9]2)=[CH:5][CH:4]=1.[NH:17]1[CH2:21][CH2:20][CH2:19]C1.[C:22]1(C)C=CC(S(O)(=O)=O)=CC=1>C1(C)C=CC=CC=1>[C:21]([CH:20]([CH3:22])[CH2:19][CH:10]1[CH2:9][CH:8]([CH2:7][C:6]2[CH:5]=[CH:4][C:3]([O:2][CH3:1])=[CH:16][CH:15]=2)[CH2:13][CH2:12][C:11]1=[O:14])#[N:17]. Procedure: 4-(4-Methoxybenzyl)cyclohexanone (10.25 g) was heated at reflux in toluene (500 ml) containing pyrrolidine (16 ml) and toluene-4-sulphonic acid (0.1 g). Water in the condensate was collected in a Dean and Stark apparatus. After 2 hours the solvent was removed by distillation until the reaction volume was approximately 100 ml. Ethanol (250 ml) and methacrylonitrile (20 ml) was added and the mixture heated at reflux for 16 hours, after which the solvent was evaporated under reduced pressure. The r... The reactants are [I-].C[N+](CC1C(C2=C(SCC1)SC=C2)=O)(C)C (N,N,N-trimethyl-N-[(4-oxo-4,5,6,7-tetrahydrothieno[2,3-b]thiepin-5-yl)methyl]ammonium iodide), [C-]#N.[K+] (potassium cyanide). The solvent is CO (methanol), O (water), O (water). Yields the product O=C1C2=C(SCCC1CC#N)SC=C2 (4-oxo-4,5,6,7-tetrahydrothieno-[2,3-b]thiepin-5-acetonitrile). The yield is 92.3%. Reaction SMILES: [I-].C[N+](C)(C)[CH2:4][CH:5]1[CH2:11][CH2:10][S:9][C:8]2[S:12][CH:13]=[CH:14][C:7]=2[C:6]1=[O:15].[C-:18]#[N:19].[K+]>CO.O>[O:15]=[C:6]1[CH:5]([CH2:4][C:18]#[N:19])[CH2:11][CH2:10][S:9][C:8]2[S:12][CH:13]=[CH:14][C:7]1=2 |f:0.1,2.3|. Procedure details: To a suspension of 59.5 g of N,N,N-trimethyl-N-[(4-oxo-4,5,6,7-tetrahydrothieno[2,3-b]thiepin-5-yl)methyl]ammonium iodide in 400 ml of methanol is added a solution of 25.2 g of potassium cyanide in 100 ml of water with stirring at room temperature. The mixture is stirred for 1.5 hours at the same temperature, poured into 500 ml of water and then extracted with chloroform. The extract is washed with water, dried over magnesium sulfate and the chloroform is distilled off. The resulting crystals ar... Starting materials: S (hydrogen sulfide), C(C)NCC (diethylamine), C1(=CC=CC=C1)CCC(C#N)(C=1C=NC=CC1)C(C)C (α-(2-phenylethyl)-α-(2-propyl)-3-pyridineacetonitrile), C(C)NCC (diethylamine). Run in C1(=CC=CC=C1)C (toluene). Yields the product C1(=CC=CC=C1)CCC(C(N)=S)(C=1C=NC=CC1)CC#C (α-(2-phenylethyl)-α-(2-propynyl)-3-pyridinethanethioamide). RXN SMILES: [SH2:1].[C:2]1([CH2:8][CH2:9][C:10]([CH:19]([CH3:21])C)([C:13]2[CH:14]=[N:15][CH:16]=[CH:17][CH:18]=2)[C:11]#[N:12])[CH:7]=[CH:6][CH:5]=[CH:4][CH:3]=1.[CH2:22](NCC)C>C1(C)C=CC=CC=1>[C:2]1([CH2:8][CH2:9][C:10]([CH2:19][C:21]#[CH:22])([C:13]2[CH:14]=[N:15][CH:16]=[CH:17][CH:18]=2)[C:11](=[S:1])[NH2:12])[CH:3]=[CH:4][CH:5]=[CH:6][CH:7]=1. Procedure: A slow, steady stream of hydrogen sulfide was passed into a toluene solution (75 ml) of α-(2-phenylethyl)-α-(2-propyl)-3-pyridineacetonitrile (3.5 g) in the presence of diethylamine (1 ml). More diethylamine was added at the end of 1 hour (0.5 ml) and 3 hours (0.5 ml). The resultant reaction mixture was then evaporated to dryness and the residue dissolved in methylene chloride and washed with saturated sodium bicarbonate and water. After washing, the remaining organic extract was dried over sodi... The reactants are BrC\C(=C\C1=C(C=CC=C1)Cl)\C1=CC=C(C=C1)F (E-1-bromo-2-(4-fluorophenyl)-3-(2-chlorophenyl)-prop-2-ene). Solvent: C(C)O (ethanol). Product: BrC\C(=C/C1=C(C=CC=C1)Cl)\C1=CC=C(C=C1)F (Z-1-bromo-2-(4-fluorophenyl)-3-(2-chlorophenyl)-prop-2-ene). Isolated yield 34.8%. RXN SMILES: [Br:1][CH2:2]/[C:3](/[C:12]1[CH:17]=[CH:16][C:15]([F:18])=[CH:14][CH:13]=1)=[CH:4]/[C:5]1[CH:10]=[CH:9][CH:8]=[CH:7][C:6]=1[Cl:11]>C(O)C>[Br:1][CH2:2]/[C:3](/[C:12]1[CH:13]=[CH:14][C:15]([F:18])=[CH:16][CH:17]=1)=[CH:4]\[C:5]1[CH:10]=[CH:9][CH:8]=[CH:7][C:6]=1[Cl:11]. Reported procedure: 77.2 g of E-1-bromo-2-(4-fluorophenyl)-3-(2-chlorophenyl)-prop-2-ene are heated at 180° C. for one hour. The reaction mixture is cooled to room temperature and 200 ml of ethanol are added. Thereafter, 10 g of active carbon are added and the mixture is heated to 50° C. and filtered while hot. 26.9 g (35%) of Z-1-bromo-2-(4-fluorophenyl)-3-(2-chlorophenyl)-prop-2-ene of melting point 73°-75° C. are obtained from ethanol. Reactants: C(C)(C)(C)OC(=O)N1CCN(CC1)C(C1=C(C=CC(=C1)F)C(F)(F)F)=O (4-(5-fluoro-2-trifluoromethyl-benzoyl)-piperazine-1-carboxylic acid tert-butyl ester), Cl (HCl). Run in O1CCOCC1 (dioxane), O1CCOCC1 (dioxane). Reaction conditions: time 15 minute. The product is Cl.FC=1C=CC(=C(C1)C(=O)N1CCNCC1)C(F)(F)F ((5-fluoro-2-trifluoromethyl-phenyl)-piperazin-1-yl methanone hydrochloride). Isolated yield 89.0%. Reaction SMILES: C(OC([N:8]1[CH2:13][CH2:12][N:11]([C:14](=[O:26])[C:15]2[CH:20]=[C:19]([F:21])[CH:18]=[CH:17][C:16]=2[C:22]([F:25])([F:24])[F:23])[CH2:10][CH2:9]1)=O)(C)(C)C.[ClH:27]>O1CCOCC1>[ClH:27].[F:21][C:19]1[CH:18]=[CH:17][C:16]([C:22]([F:25])([F:23])[F:24])=[C:15]([C:14]([N:11]2[CH2:12][CH2:13][NH:8][CH2:9][CH2:10]2)=[O:26])[CH:20]=1 |f:3.4|. Procedure details: A stirred solution of 4-(5-fluoro-2-trifluoromethyl-benzoyl)-piperazine-1-carboxylic acid tert-butyl ester (295 mg, 0.78 mmol) in dioxane was cooled to 0° C. and dioxane.HCl (1 mL) was added. The reaction mixture was stirred for 15 minutes, then concentrated. The resulting solid was washed with diethyl ether and dried to afford 220 mg (89%) of (5-fluoro-2-trifluoromethyl-phenyl)-piperazin-1-yl methanone hydrochloride, LCMS: 313.07 (M+1)+, 97.2%. Intermediate-3 Starting materials: 36.5, C(CCC)N1N=NC2=C1C=CC(=C2)CO (1-butyl-1H-benzotriazole-5-methanol). The reagents and catalysts are [O-2].[Mn+4].[O-2] (manganese(IV) oxide). Run in ClCCl (dichloromethane). Conditions: time 12 hour. Yields the product 15.3, C(CCC)N1N=NC2=C1C=CC(=C2)C=O (1-butyl-1H-benzotriazole-5-carboxaldehyde). The yield is 42.2%. Reaction SMILES: [CH2:1]([N:5]1[C:9]2[CH:10]=[CH:11][C:12]([CH2:14][OH:15])=[CH:13][C:8]=2[N:7]=[N:6]1)[CH2:2][CH2:3][CH3:4]>[O-2].[Mn+4].[O-2].ClCCl>[CH2:1]([N:5]1[C:9]2[CH:10]=[CH:11][C:12]([CH:14]=[O:15])=[CH:13][C:8]=2[N:7]=[N:6]1)[CH2:2][CH2:3][CH3:4] |f:1.2.3|. Procedure: A mixture of 36.5 parts of 1-butyl-1H-benzotriazole-5-methanol, 35 parts of manganese(IV) oxide and 390 parts of dichloromethane was stirred for 12 hours at room temperature. The manganese(IV) oxide was filtered off over diatomaceous earth and another portion of 35 parts of manganese(IV) oxide was added to the filtrate. After stirring for 12 hours at room temperature, the whole was filtered and the filtrate was evaporated. The residue was purified by column chromatography over silica gel using d... Starting materials: ClCOCc1ccccc1, CC(=O)CC(C)C, COCCOCCN(CCOCCOC)CCOCCOC, [K+], O=C1CNC(=O)N1, [OH-], O. Product: O=C1CNC(=O)N1COCc1ccccc1. Reaction SMILES: [CH2:32]([c:33]1[cH:34][cH:35][cH:36][cH:37][cH:38]1)[O:39][CH2:40][Cl:41].[CH2:42]([C:43]([CH3:44])=[O:45])[CH:46]([CH3:47])[CH3:48].[CH3:3][O:4][CH2:5][CH2:6][O:7][CH2:8][CH2:9][N:10]([CH2:11][CH2:12][O:13][CH2:14][CH2:15][O:16][CH3:17])[CH2:18][CH2:19][O:20][CH2:21][CH2:22][O:23][CH3:24].[K+:2].[O:25]=[C:26]1[CH2:27][NH:28][C:29](=[O:30])[NH:31]1.[OH-:1].[OH2:49]>>[O:25]=[C:26]1[CH2:27][NH:28][C:29](=[O:30])[N:31]1[CH2:40][O:39][CH2:32][c:33]1[cH:34][cH:35][cH:36][cH:37][cH:38]1. The reactants are BrCc1ccc(-c2ccccc2-c2nnnn2C(c2ccccc2)(c2ccccc2)c2ccccc2)cc1, CCCCc1nc2ccccc2[nH]1, CC(C)(C)[O-], CS(C)=O, [K+], O. Product: CCCCc1nc2ccccc2n1Cc1ccc(-c2ccccc2-c2nnnn2C(c2ccccc2)(c2ccccc2)c2ccccc2)cc1. Reaction SMILES: [Br:20][CH2:21][c:22]1[cH:23][cH:24][c:25](-[c:28]2[c:29](-[c:34]3[n:35][n:36][n:37][n:38]3[C:39]([c:40]3[cH:41][cH:42][cH:43][cH:44][cH:45]3)([c:46]3[cH:47][cH:48][cH:49][cH:50][cH:51]3)[c:52]3[cH:53][cH:54][cH:55][cH:56][cH:57]3)[cH:30][cH:31][cH:32][cH:33]2)[cH:26][cH:27]1.[CH2:1]([CH2:2][CH2:3][CH3:4])[c:5]1[nH:6][c:7]2[c:8]([n:9]1)[cH:10][cH:11][cH:12][cH:13]2.[CH3:14][C:15]([CH3:16])([O-:17])[CH3:18].[CH3:59][S:60]([CH3:61])=[O:62].[K+:19].[OH2:58]>>[CH2:1]([CH2:2][CH2:3][CH3:4])[c:5]1[n:6]([CH2:21][c:22]2[cH:23][cH:24][c:25](-[c:28]3[c:29](-[c:34]4[n:35][n:36][n:37][n:38]4[C:39]([c:40]4[cH:41][cH:42][cH:43][cH:44][cH:45]4)([c:46]4[cH:47][cH:48][cH:49][cH:50][cH:51]4)[c:52]4[cH:53][cH:54][cH:55][cH:56][cH:57]4)[cH:30][cH:31][cH:32][cH:33]3)[cH:26][cH:27]2)[c:7]2[c:8]([n:9]1)[cH:10][cH:11][cH:12][cH:13]2. The solvent is C(C)O (ethanol). The product is COC=1C=CC2=C(NCC(C(N2)=O)C)N1 (7-methoxy-3-methyl-4,5-dihydro-1H-pyrido[2,3-b][1,4]diazepin-2(3H)-one). Procedure details: To a solution of methyl-3-((6-methoxy-3-nitropyridin-2-yl)amino)-2-methylpropanoate (4.0 g, 14.86 mmol) in anhydrous ethanol (50 mL) was added iron powder reduced (8.30 g, 148.56 mmol) and acetic acid (17.84 g, 297.12 mmol). The mixture was stirred at 90° C. for 12 hours. The reaction mixture was neutralized to pH 8 with solid sodium hydrogencarbonate, concentrated in vacuo and washed with water (20 mL), filtered. The filtrate was extracted with acetic ester (200 mL×3). The combined organic phas... The reactants are COC(C(CNC1=NC(=CC=C1[N+](=O)[O-])OC)C)=O (methyl-3-((6-methoxy-3-nitropyridin-2-yl)amino)-2-methylpropanoate), C(O)([O-])=O.[Na+] (sodium hydrogencarbonate), C(C)(=O)O (acetic acid). Reaction conditions: temperature 90 celsius, time 12 hour. The yield is 97.4%. The reagents and catalysts are [Fe] (iron). As a reaction SMILES: C[O:2][C:3](=O)[CH:4]([CH3:18])[CH2:5][NH:6][C:7]1[C:12]([N+:13]([O-])=O)=[CH:11][CH:10]=[C:9]([O:16][CH3:17])[N:8]=1.C(O)(=O)C.C(=O)([O-])O.[Na+]>C(O)C.[Fe]>[CH3:17][O:16][C:9]1[CH:10]=[CH:11][C:12]2[NH:13][C:3](=[O:2])[CH:4]([CH3:18])[CH2:5][NH:6][C:7]=2[N:8]=1 |f:2.3|. Starting materials: C(C)OC(=O)C1=CN(C2=CC(=C(C=C2C1=O)F)C(C)=O)C1=CC=C(C=C1)F (1-p-fluorophenyl-6-fluoro-7-acetyl-1,4-dihydro-4-oxo-quinoline-3-carboxylic acid ethyl ester), C1(CC1)N1C(=C(C(C2=CC(=C(C(=C12)Cl)C(C)=O)F)=O)C(=O)OCC)SC1=CC=CC=C1 (Ethyl 1-cyclopropyl-2-phenylthio-6-fluoro-7-acetyl-8-chloro-1,4-dihydro-4-oxo-quinoline-3-carboxylate). Reagents/catalysts: [Pd] (palladium on charcoal), [Ni] (Raney nickel). The product is C1(CC1)N1C(=C(C(C2=CC(=C(C=C12)C1CCC(CC1)N)F)=O)C(=O)OCC)SC (ethyl 1-cyclopropyl-2-methylthio-6-fluoro-7-(4 aminocyclohexyl)-1,4-dihydro-4-oxo-quinoline-3-carboxylate). RXN SMILES: C(OC(C1C(=O)[C:14]2[C:9](=[CH:10][C:11](C(=O)C)=C(F)C=2)[N:8](C2C=CC(F)=CC=2)C=1)=O)C.[CH:28]1([N:31]2[C:40]3[C:35](=[CH:36][C:37]([F:45])=[C:38]([C:42](=O)[CH3:43])[C:39]=3Cl)[C:34](=[O:46])[C:33]([C:47]([O:49][CH2:50][CH3:51])=[O:48])=[C:32]2[S:52][C:53]2C=CC=CC=2)[CH2:30][CH2:29]1>[Ni].[Pd]>[CH:28]1([N:31]2[C:40]3[C:35](=[CH:36][C:37]([F:45])=[C:38]([CH:42]4[CH2:11][CH2:10][CH:9]([NH2:8])[CH2:14][CH2:43]4)[CH:39]=3)[C:34](=[O:46])[C:33]([C:47]([O:49][CH2:50][CH3:51])=[O:48])=[C:32]2[S:52][CH3:53])[CH2:30][CH2:29]1. Reported procedure: In the described fashion as Example 16 (d and e), replacing ethyl 1-ethyl-6-fluoro-7-acetyl-1,4-dihydro-4-oxo-quinoline carboxylate (9) (A=CH, R10 =C2H5, R=C2H5,) with ethyl 1-cyclopropyl-2-methylthio-6-fluoro-7-acetyl-1,4-dihydro-4-oxo-3-carboxylate (13) of Example 40 and also replacing the catalyst Raney nickel in Example 16(e) with palladium on charcoal under a hydrogen atmosphere, one can obtain the ethyl 1-cyclopropyl-2-methylthio-6-fluoro-7-(4 aminocyclohexyl)-1,4-dihydro-4-oxo-quinoline-3...